This data is from the Open Reaction Database (ORD), a public repository of structured organic reaction records. The task is: describe an organic reaction: reactants, conditions, products, and yield The reactants are Cd Pb, Cd, ClC(COC(=O)N1[C@H]([C@H]2N(C(C3=C1C=CC(=C3)OC)=O)CCC2)O)(Cl)Cl ((11S,11aS)-10-(2′, 2′,2′-trichloroethoxy)carbonyl-7-methoxy-11-hydroxy-1,2,3,10,11,11a-hexahydro-5H-pyrrolo[2,1-c][1,4]benzodiazepin-5-one). Run in C1CCOC1 (THF), NH4OAc, CCOC(=O)C (EtOAc). Reaction conditions: time 2 hour. The product is COC=1C=CC2=C(C(N3C(C=N2)CCC3)=O)C1 (7-methoxy-1,2,3,11a-tetrahydro-5H-pyrrolo[2,1-c][1,4]benzodiazepin-5-one). Yield: 89.3%. RXN SMILES: ClC(Cl)(Cl)COC([N:7]1[C:13]2[CH:14]=[CH:15][C:16]([O:18][CH3:19])=[CH:17][C:12]=2[C:11](=[O:20])[N:10]2[CH2:21][CH2:22][CH2:23][C@H:9]2[C@@H:8]1O)=O>C1COCC1.CCOC(C)=O>[CH3:19][O:18][C:16]1[CH:15]=[CH:14][C:13]2[N:7]=[CH:8][CH:9]3[CH2:23][CH2:22][CH2:21][N:10]3[C:11](=[O:20])[C:12]=2[CH:17]=1. Procedure: 10% Cd/Pb couple (2.50 g, 20 mmol Cd) was added to a rapidly stirring solution of 95 (1.71 g, 4.03 mmol) in a mixture of THF (30 mL) and 1N NH4OAc (30 mL). Upon addition, the solution turned cloudy and after 2 hours TLC showed the reaction to be complete. The reaction mixture was diluted with EtOAc (150 mL) and dried over anhydrous MgSO4. The solids were filtered and rinsed with EtOAc (50 mL). Removal of excess solvent by rotary evaporation under reduced pressure afforded the product as a yellow...